This data is from the Open Reaction Database (ORD), a public repository of structured organic reaction records. The task is: describe an organic reaction: reactants, conditions, products, and yield As a reaction SMILES: [C:1]([C:6]1[N:10]2[CH:11]=[CH:12][CH:13]=[C:14]([OH:15])[C:9]2=[N:8][C:7]=1[CH3:16])([O:3][CH2:4][CH3:5])=[O:2].[CH3:17][C:18]1[CH:25]=[C:24]([F:26])[CH:23]=[C:22]([CH3:27])[C:19]=1[CH2:20]Br.[I-].[Na+].C(=O)([O-])[O-].[K+].[K+]>C(#N)C>[C:1]([C:6]1[N:10]2[CH:11]=[CH:12][CH:13]=[C:14]([O:15][CH2:20][C:19]3[C:18]([CH3:17])=[CH:25][C:24]([F:26])=[CH:23][C:22]=3[CH3:27])[C:9]2=[N:8][C:7]=1[CH3:16])([O:3][CH2:4][CH3:5])=[O:2] |f:2.3,4.5.6|. Procedure details: A mixture of 3-carboethoxy-8-hydroxy-2-methylimidazo[1,2-a]pyridine (1.5 g, 6.8 mmol), 2,6-dimethyl-4-fluorobenzylbromide (1.6 g, 7.5 mmol), sodium iodide (0.1 g), potassium carbonate (1.9 g, 13.6 mmol) and acetonitrile (50 ml) was refluxed for over night. The solvent was removed in vacuo. The residue was dissolved in CH2Cl2, washed with water, dried over Na2SO4 and evaporated. The residue was chromatographed on silica, eluting with heptane:isopropyl ether(1:2) to give 2.0 g (83%) of the desired... Yield: 82.5%. Starting materials: C(=O)(OCC)C1=C(N=C2N1C=CC=C2O)C (3-carboethoxy-8-hydroxy-2-methylimidazo[1,2-a]pyridine), CC1=C(CBr)C(=CC(=C1)F)C (2,6-dimethyl-4-fluorobenzylbromide), [I-].[Na+] (sodium iodide), C([O-])([O-])=O.[K+].[K+] (potassium carbonate). Yields the product C(=O)(OCC)C1=C(N=C2N1C=CC=C2OCC2=C(C=C(C=C2C)F)C)C (3-carboethoxy-8-(2,6-dimethyl-4-fluorobenzyloxy)-2-methylimidazo[1,2-a]pyridine). Run in C(C)#N (acetonitrile). The reagents and catalysts are [Cl-].C(CC)[N+](CCC)(CCC)CCC (tetra-n-propylammonium chloride). Run at time 45 minute. Reported procedure: The solid 1-(5-amino-2,4-dichlorophenyl)-4,5-dihydro-4-difluoromethyl-3-methyl-1,2,4-triazol-5(1H)-one (1.0 equiv.) was suspended in 20 equivalent of water and the reaction mixture chilled to 10 C. Vigorous stirring was commenced and 0.05 equiv of tetra-n-propylammonium chloride in 0.05 equiv of xylene was added. Using a meter, the pH of the suspension was brought to 7.8 by adding adequate quantity of 1 molar sodium carbonate aqueous solution. Simultaneous addition of 1.2 equiv methanesulfonyl c... Product: ClC1=C(C=C(C(=C1)Cl)N1N=C(N(C1=O)C(F)F)C)NS(=O)(=O)C (N-[2,4-dichloro-5-[4-(difluoromethyl)-4,5-dihydro-3-methyl-5-oxo-1H-1,2,4-triazol-1-yl] phenyl]methanesulfonamide). RXN SMILES: [NH2:1][C:2]1[C:3]([Cl:19])=[CH:4][C:5]([Cl:18])=[C:6]([N:8]2[C:12](=[O:13])[N:11]([CH:14]([F:16])[F:15])[C:10]([CH3:17])=[N:9]2)[CH:7]=1.O.C1(C)C(C)=CC=CC=1.C(=O)([O-])[O-].[Na+].[Na+].[CH3:35][S:36](Cl)(=[O:38])=[O:37].Cl>[Cl-].C([N+](CCC)(CCC)CCC)CC>[Cl:19][C:3]1[CH:4]=[C:5]([Cl:18])[C:6]([N:8]2[C:12](=[O:13])[N:11]([CH:14]([F:15])[F:16])[C:10]([CH3:17])=[N:9]2)=[CH:7][C:2]=1[NH:1][S:36]([CH3:35])(=[O:38])=[O:37] |f:3.4.5,8.9|. Starting materials: C=1(C(=CC=CC1)C)C (xylene), NC=1C(=CC(=C(C1)N1N=C(N(C1=O)C(F)F)C)Cl)Cl (1-(5-amino-2,4-dichlorophenyl)-4,5-dihydro-4-difluoromethyl-3-methyl-1,2,4-triazol-5(1H)-one), C([O-])([O-])=O.[Na+].[Na+] (sodium carbonate), Cl (hydrochloric acid), O (water), CS(=O)(=O)Cl (methanesulfonyl chloride), C([O-])([O-])=O.[Na+].[Na+] (sodium carbonate). The reactants are FC(S(=O)(=O)O)(F)F (trifluoromethanesulfonic acid), [OH-].[Na+] (sodium hydroxide), ClC1(C(C(=O)C2=CC=C(C(=C2)O)OC)C(=CC=C1)Cl)C (2,6-dichloro-5'-hydroxy-4'-methoxy-2-methyl-benzophenone), CC(=C)C (2-methylpropene). Solvent: C(Cl)Cl (methylenechloride), C(C)N(CC)CC (Triethylamine). Product: ClC1=C(C(=O)C2=C(C=C(C(=C2)OC(C)(C)C)OC)C)C(=CC=C1)Cl (2,6-Dichloro-5'-tert-butoxy-4'-methoxy-2'-methyl-benzophenone). As a reaction SMILES: [Cl:1][C:2]1(C)[CH:18]=[CH:17][CH:16]=[C:15]([Cl:19])[CH:3]1[C:4]([C:6]1[CH:11]=[C:10]([OH:12])[C:9]([O:13][CH3:14])=[CH:8][CH:7]=1)=[O:5].F[C:22](F)(F)S(O)(=O)=O.[CH3:29][C:30]([CH3:32])=[CH2:31].[OH-].[Na+]>C(Cl)Cl.C(N(CC)CC)C>[Cl:19][C:15]1[CH:16]=[CH:17][CH:18]=[C:2]([Cl:1])[C:3]=1[C:4]([C:6]1[CH:11]=[C:10]([O:12][C:30]([CH3:32])([CH3:29])[CH3:31])[C:9]([O:13][CH3:14])=[CH:8][C:7]=1[CH3:22])=[O:5] |f:3.4|. Procedure: A solution of 2,6-dichloro-5'-hydroxy-4'-methoxy-2-methyl-benzophenone (3.0 g; 9.6 mmol) in 50 ml of methylenechloride is cooled down to -70° C., trifluoromethanesulfonic acid (0.3 ml) is added, then a stream of 2-methylpropene (5.5 g; 100 mmol) is introduced within 4 hours. Triethylamine (1.2 ml) is added, the temperature goes up to 20° C. The solution is shaken twice with diluted sodium hydroxide and the solvent is evaporated. The residue is purified chromatographically (flash column with 30 g... Reaction SMILES: C(OC([NH:11][CH:12]([S:21]([C:24]1[CH:29]=[CH:28][CH:27]=[CH:26][CH:25]=1)(=[O:23])=[O:22])[CH2:13][CH2:14][C:15]1[CH:20]=[CH:19][CH:18]=[CH:17][CH:16]=1)=O)C1C=CC=CC=1.[BrH:30]>C(O)(=O)C.CCOCC>[BrH:30].[NH2:11][CH:12]([S:21]([C:24]1[CH:29]=[CH:28][CH:27]=[CH:26][CH:25]=1)(=[O:23])=[O:22])[CH2:13][CH2:14][C:15]1[CH:20]=[CH:19][CH:18]=[CH:17][CH:16]=1 |f:4.5|. The reactants are C(C1=CC=CC=C1)OC(=O)NC(CCC1=CC=CC=C1)S(=O)(=O)C1=CC=CC=C1 (1-benzyloxycarbonylamino-3-phenyl-1-phenylsulfonylpropane), Br (hydrogen bromide). Yields the product Br.NC(CCC1=CC=CC=C1)S(=O)(=O)C1=CC=CC=C1 (1-amino-3-phenyl-1-phenylsulfonylpropane hydrobromide). Procedure: Method A: Z-Hph-α-SO2Ph (1.0 g, 2.44 mmol) was treated with 30% hydrogen bromide in acetic acid (5 mL). After 30 minutes, the mixture was diluted with ether (300 mL), filtered, washed with ether (2×30 mL), and dried in vacuo to give 0.74 g (86%) 1-amino-3-phenyl-1-phenylsulfonylpropane hydrobromide (HBr.Hph-α-SO2Ph). To a solution of Mu-PheOH (0.64 g, 2.3 mmol) in THF (15 mL) were added 4-methylmorpholine (0.302 mL, 2.3 mmol) and isobutyl chloroformate (0.312 mL, 2.3 mmol). The mixture was stirr... Solvent: C(C)(=O)O (acetic acid), CCOCC (ether). The yield is 86.0%. Run at time 30 minute. The reactants are C1(CCC(=O)O1)=O (Succinic anhydride), NC=1C=C(C=CC1)B(O)O ((3-aminophenyl)boronic acid), O (Water). Run in N1=CC=CC=C1 (pyridine). Run at time 8 hour. Yields the product OB(C=1C=C(C=CC1)NC(CCC(=O)O)=O)O (N-(3-dihydroxyborylphenyl)succinamic acid). Yield: 72.6%. As a reaction SMILES: [C:1]1(=[O:7])[O:6][C:4](=[O:5])[CH2:3][CH2:2]1.[NH2:8][C:9]1[CH:10]=[C:11]([B:15]([OH:17])[OH:16])[CH:12]=[CH:13][CH:14]=1.O>N1C=CC=CC=1>[OH:16][B:15]([OH:17])[C:11]1[CH:10]=[C:9]([NH:8][C:1](=[O:7])[CH2:2][CH2:3][C:4]([OH:6])=[O:5])[CH:14]=[CH:13][CH:12]=1. Procedure: Succinic anhydride (5.00 grams, 0.05 mole) and (3-aminophenyl)boronic acid (7.75 grams, 0.05 mole) are dissolved in anhydrous pyridine (40 ml), and then allowed to stand overnight at room temperature. Water (20 ml) is added and the resulting solution allowed to stand for 1 hour. The product is then concentrated on a rotary evaporator at 85°-90° C. The resulting aqueous solution is Frozen in a dry-ice-acetone-slurry and lyophilized overnight. The lyophilized product is dissolved in water (50 ml) ... Reactants: O=[N+]([O-])O, O=C(O)C(F)(F)F, Cc1nc(O)cc(O)n1. The product is Cc1nc(O)c([N+](=O)[O-])c(O)n1. Reaction SMILES: [OH:10][N+:11]([O-:12])=[O:13].[OH:14][C:15]([C:16]([F:17])([F:18])[F:19])=[O:20].[OH:1][c:2]1[n:3][c:4]([CH3:9])[n:5][c:6]([OH:8])[cH:7]1>>[OH:1][c:2]1[n:3][c:4]([CH3:9])[n:5][c:6]([OH:8])[c:7]1[N+:11](=[O:10])[O-:12]. The reactants are [OH-].[Na+] (sodium hydroxide), FC1=C(C(=O)N2CC=3N(CC2)C(=NC3C(=O)OC)C(F)(F)F)C=C(C=C1)CC1=NNC(C3=CC=CC=C13)=O (methyl 7-[2-fluoro-5-[(4-oxo-3H-phthalazin-1-yl)methyl]benzoyl]-3-(trifluoromethyl)-6,8-dihydro-5H-imidazo[1,5-a]pyrazine-1-carboxylate), Cl (hydrochloric acid). Run in mixed solvent, O1CCCC1 (tetrahydrofuran), CO (methanol), O (water). Reaction conditions: time 12 hour. The product is FC1=C(C(=O)N2CC=3N(CC2)C(=NC3C(=O)O)C(F)(F)F)C=C(C=C1)CC1=NNC(C3=CC=CC=C13)=O (7-[2-fluoro-5-[(4-oxo-3H-phthalazin-1-yl)methyl]benzoyl]-3-(trifluoromethyl)-6,8-dihydro-5H-imidazo[1,5-a]pyrazine-1-carboxylic acid). Isolated yield 34.0%. Reaction SMILES: [F:1][C:2]1[CH:26]=[CH:25][C:24]([CH2:27][C:28]2[C:37]3[C:32](=[CH:33][CH:34]=[CH:35][CH:36]=3)[C:31](=[O:38])[NH:30][N:29]=2)=[CH:23][C:3]=1[C:4]([N:6]1[CH2:11][CH2:10][N:9]2[C:12]([C:19]([F:22])([F:21])[F:20])=[N:13][C:14]([C:15]([O:17]C)=[O:16])=[C:8]2[CH2:7]1)=[O:5].[OH-].[Na+].Cl>O1CCCC1.CO.O>[F:1][C:2]1[CH:26]=[CH:25][C:24]([CH2:27][C:28]2[C:37]3[C:32](=[CH:33][CH:34]=[CH:35][CH:36]=3)[C:31](=[O:38])[NH:30][N:29]=2)=[CH:23][C:3]=1[C:4]([N:6]1[CH2:11][CH2:10][N:9]2[C:12]([C:19]([F:20])([F:21])[F:22])=[N:13][C:14]([C:15]([OH:17])=[O:16])=[C:8]2[CH2:7]1)=[O:5] |f:1.2|. Reported procedure: Methyl 7-[2-fluoro-5-[(4-oxo-3H-phthalazin-1-yl)methyl]benzoyl]-3-(trifluoromethyl)-6,8-dihydro-5H-imidazo[1,5-a]pyrazine-1-carboxylate 3 (30 mg, 0.057 mmol) was dissolved in 1.5 mL of a mixed solvent of tetrahydrofuran, methanol and water (V N N=1:1:1), followed by addition of sodium hydroxide (10 mg, 0.25 mmol). After stirring for 12 hours, concentrated hydrochloric acid was added dropwise to the reaction mixture until the pH was 2. The reaction mixture was extracted with dichloromethane (15 m...